This data is from the Open Reaction Database (ORD), a public repository of structured organic reaction records. The task is: describe an organic reaction: reactants, conditions, products, and yield Starting materials: C(=NC1CCCCC1)=NC1CCCCC1, ClCCl, CC(C)C1(C)N=C(c2ncc(OC(F)F)cc2C(=O)O)NC1=O. Yields the product CC(C)C1(C)N=C2c3ncc(OC(F)F)cc3C(=O)N2C1=O. As a reaction SMILES: [CH:1]1([N:2]=[C:3]=[N:4][CH:5]2[CH2:6][CH2:7][CH2:8][CH2:9][CH2:10]2)[CH2:11][CH2:12][CH2:13][CH2:14][CH2:15]1.[Cl:39][CH2:40][Cl:41].[F:16][CH:17]([O:18][c:19]1[cH:20][n:21][c:22]([C:28]2=[N:32][C:31]([CH3:33])([CH:34]([CH3:35])[CH3:36])[C:30](=[O:37])[NH:29]2)[c:23]([C:24](=[O:25])[OH:26])[cH:27]1)[F:38]>>[F:16][CH:17]([O:18][c:19]1[cH:20][n:21][c:22]2[c:23]([cH:27]1)[C:24](=[O:25])[N:29]1[C:28]2=[N:32][C:31]([CH3:33])([CH:34]([CH3:35])[CH3:36])[C:30]1=[O:37])[F:38]. Reactants: Cl.COC1=CC=C(C(=N)N)C=C1 (p-methoxy-benzamidine hydrochloride), C(=O)(C)C(=O)C (biacetyl). Run in C(C)(C)O (isopropyl alcohol). Product: Cl.C(C)(C)OCC=1N=C(NC1C)C1=CC=C(C=C1)OC (4-isopropoxymethyl-2-(p-methoxyphenyl)-5-methylimidazole hydrochloride). Isolated yield 161.9%. RXN SMILES: [ClH:1].[CH3:2][O:3][C:4]1[CH:12]=[CH:11][C:7]([C:8]([NH2:10])=[NH:9])=[CH:6][CH:5]=1.[C:13]([C:16]([CH3:18])=O)([CH3:15])=O>C(O)(C)C>[ClH:1].[CH:4]([O:3][CH2:15][C:13]1[N:9]=[C:8]([C:7]2[CH:11]=[CH:12][C:4]([O:3][CH3:2])=[CH:5][CH:6]=2)[NH:10][C:16]=1[CH3:18])([CH3:12])[CH3:5] |f:0.1,4.5|. Reported procedure: To a solution of 38.4 g (0.206 mole) of p-methoxy-benzamidine hydrochloride in 1 liter of refluxing isopropyl alcohol is added 25 g (0.25 mole) of biacetyl. The mixture is stirred and refluxed for 72 hours. The solvent is removed to dryness under reduced pressure and the solid residue taken up in fresh hot isopropyl alcohol. Ether is added and, on chilling, pale yellow crystals form which are collected to give about 49.5 g (81% yield) of 4-isopropoxymethyl-2-(p-methoxyphenyl)-5-methylimidazole h... The reactants are C1(=CC=CC2=CC=CC=C12)C(=O)N1CC(C(C1)C(C)=O)CN1CCC(CC1)C1=CC=C(C=C1)F (1-(1-naphthoyl)-3-(RS)-(4-(4-fluorophenyl)piperidinylmethyl)-4-(SR)-acetylpyrrolidine), C[Mg+].[Br-] (MeMgBr). Run in C1CCOC1 (THF). Conditions: time 30 minute. Yields the product C1(=CC=CC2=CC=CC=C12)C(=O)N1CC(C(C1)C(C)(C)O)CN1CCC(CC1)C1=CC=C(C=C1)F (1-(1-Naphthoyl)-3-(RS)-(4-(4-fluorophenyl)piperidinylmethyl)-4-(SR)-(1-hydroxy-1-methylethyl)pyrrolidine). RXN SMILES: [C:1]1([C:11]([N:13]2[CH2:17][CH:16]([C:18](=[O:20])[CH3:19])[CH:15]([CH2:21][N:22]3[CH2:27][CH2:26][CH:25]([C:28]4[CH:33]=[CH:32][C:31]([F:34])=[CH:30][CH:29]=4)[CH2:24][CH2:23]3)[CH2:14]2)=[O:12])[C:10]2[C:5](=[CH:6][CH:7]=[CH:8][CH:9]=2)[CH:4]=[CH:3][CH:2]=1.[CH3:35][Mg+].[Br-]>C1COCC1>[C:1]1([C:11]([N:13]2[CH2:17][CH:16]([C:18]([OH:20])([CH3:35])[CH3:19])[CH:15]([CH2:21][N:22]3[CH2:27][CH2:26][CH:25]([C:28]4[CH:29]=[CH:30][C:31]([F:34])=[CH:32][CH:33]=4)[CH2:24][CH2:23]3)[CH2:14]2)=[O:12])[C:10]2[C:5](=[CH:6][CH:7]=[CH:8][CH:9]=2)[CH:4]=[CH:3][CH:2]=1 |f:1.2|. Reported procedure: To a solution of 0.03 g (0.065 mmol) of 1-(1-naphthoyl)-3-(RS)-(4-(4-fluorophenyl)piperidinylmethyl)-4-(SR)-acetylpyrrolidine in 20 mL of THF at rt was added 0.19 mL (0.195 mmol) of MeMgBr (1M in THF) and the reaction mixture was stirred for 30 min. The reaction mixture was partitioned between CH2Cl2 and NaHCO3. The organic fraction was filtered through a thin pad of Celite and the filtrate was concentrated. The residue was purified by chromatography (silica, MeOH:CH2Cl2, 2:98) to give the title... The reactants are CC(=O)O, CC(C)CCCC(C)OCCCCC1OCCO1, [Na+], [Na+], O=C([O-])[O-], C1CCOC1, O. Product: CC(C)CCCC(C)OCCCCC=O. RXN SMILES: [CH3:19][C:20](=[O:21])[OH:22].[CH3:1][CH:2]([CH2:3][CH2:4][CH2:5][CH:6]([CH3:7])[CH3:8])[O:9][CH2:10][CH2:11][CH2:12][CH2:13][CH:14]1[O:15][CH2:18][CH2:17][O:16]1.[Na+:28].[Na+:29].[O-:30][C:31](=[O:32])[O-:33].[O:23]1[CH2:24][CH2:25][CH2:26][CH2:27]1.[OH2:34]>>[CH3:1][CH:2]([CH2:3][CH2:4][CH2:5][CH:6]([CH3:7])[CH3:8])[O:9][CH2:10][CH2:11][CH2:12][CH2:13][CH:14]=[O:15]. The reactants are ClC(Cl)(OC(OC(Cl)(Cl)Cl)=O)Cl (triphosgene), CS(=O)(=O)N1CCNCC1 (1-methanesulfonyl-piperazine), N1=CC=CC=C1 (pyridine). The solvent is C(Cl)Cl (CH2Cl2), C(Cl)Cl (CH2Cl2). Product: CS(=O)(=O)N1CCN(CC1)C(=O)Cl (4-Methanesulfonyl-piperazine-1-carbonyl chloride). Isolated yield 159.4%. Reaction SMILES: [Cl:1][C:2](Cl)([O:4]C(=O)OC(Cl)(Cl)Cl)Cl.[CH3:13][S:14]([N:17]1[CH2:22][CH2:21][NH:20][CH2:19][CH2:18]1)(=[O:16])=[O:15].N1C=CC=CC=1>C(Cl)Cl>[CH3:13][S:14]([N:17]1[CH2:22][CH2:21][N:20]([C:2]([Cl:1])=[O:4])[CH2:19][CH2:18]1)(=[O:16])=[O:15]. Reported procedure: To a stirred solution of carbonic acid ditrichloromethyl ester (triphosgene) (1.81 g, 6.09 mmol) in CH2Cl2 (30 ml) at 0° C., was added a solution of 1-methanesulfonyl-piperazine (2.0 g, 12.2 mmol) and pyridine (1.08 ml, 13.4 mmol) in CH2Cl2 (5 ml) over 30 minutes. The temperature was raised to RT, and stirring was continued over night. The organic phase was washed with H2O, dried over Na2SO4. Purification by flash chromatography (SiO2, EtOAc) yielded 2.20 g (79%) of the title compound as white s... The reactants are CCN(C(C)C)C(C)C, COC(=O)C(=O)Cl, CC(=O)O, COc1cccc2c(C(=O)C#N)cn(CC3CCCCC3)c12, ClCCl. The product is COC(=O)C(=O)NCC(=O)c1cn(CC2CCCCC2)c2c(OC)cccc12. Reaction SMILES: [CH2:30]([N:31]([CH:32]([CH3:33])[CH3:34])[CH:35]([CH3:36])[CH3:37])[CH3:38].[CH3:23][O:24][C:25]([C:26](=[O:27])[Cl:28])=[O:29].[CH3:39][C:40](=[O:41])[OH:42].[CH:1]1([CH2:7][n:8]2[cH:9][c:10]([C:19]([C:20]#[N:21])=[O:22])[c:11]3[cH:12][cH:13][cH:14][c:15]([O:17][CH3:18])[c:16]23)[CH2:2][CH2:3][CH2:4][CH2:5][CH2:6]1.[Cl:43][CH2:44][Cl:45]>>[CH:1]1([CH2:7][n:8]2[cH:9][c:10]([C:19]([CH2:20][NH:21][C:26]([C:25]([O:24][CH3:23])=[O:29])=[O:27])=[O:22])[c:11]3[cH:12][cH:13][cH:14][c:15]([O:17][CH3:18])[c:16]23)[CH2:2][CH2:3][CH2:4][CH2:5][CH2:6]1. The reactants are ClC=1C=C2C=C(C(=C(C2=CC1F)OS(=O)(=O)C(F)(F)F)C(C(=O)[O-])=O)C (2-(6-chloro-7-fluoro-3-methyl-1-(trifluoromethylsulfonyloxy)naphthalen-2-yl)-2-oxoacetate), C(C)(C)(C)OC(C(=O)OCC)C1=C(C2=CC(=CC=C2C=C1C)Cl)OS(=O)(=O)C(F)(F)F (ethyl 2-tert-butoxy-2-(7-chloro-3-methyl-1-(trifluoromethylsulfonyloxy) naphthalen-2-yl)acetate). Product: ClC1=CC=C2C=C(C(=C(C2=C1)C1=CC=C(C=C1)Cl)C(C(=O)OCC)=O)C (Ethyl 2-(7-chloro-1-(4-chlorophenyl)-3-methylnaphthalen-2-yl)-2-oxoacetate). RXN SMILES: [Cl:1][C:2]1[CH:3]=[C:4]2[C:9](=[CH:10][C:11]=1F)C(OS(C(F)(F)F)(=O)=O)=C(C(=O)C([O-])=O)C(C)=C2.C([O:31][CH:32]([C:38]1[C:47]([CH3:48])=[CH:46][C:45]2[C:40](=[CH:41][C:42]([Cl:49])=[CH:43][CH:44]=2)[C:39]=1OS(C(F)(F)F)(=O)=O)[C:33]([O:35][CH2:36][CH3:37])=[O:34])(C)(C)C>>[Cl:49][C:42]1[CH:41]=[C:40]2[C:45]([CH:46]=[C:47]([CH3:48])[C:38]([C:32](=[O:31])[C:33]([O:35][CH2:36][CH3:37])=[O:34])=[C:39]2[C:9]2[CH:4]=[CH:3][C:2]([Cl:1])=[CH:11][CH:10]=2)=[CH:44][CH:43]=1. Reported procedure: Ethyl 2-(7-chloro-1-(4-chlorophenyl)-3-methylnaphthalen-2-yl)-2-oxoacetate was prepared in a similar manner to 2-(6-chloro-7-fluoro-3-methyl-1-(trifluoromethylsulfonyloxy)naphthalen-2-yl)-2-oxoacetate of Example 99, except using ethyl 2-tert-butoxy-2-(7-chloro-3-methyl-1-(trifluoromethylsulfonyloxy) naphthalen-2-yl)acetate. 1H-NMR: (400 MHz, CDCl3): δ 8.05 (d, J=2.0 Hz, 1H), 7.79 (d, J=8.6 Hz, 1H), 7.74 (s, 1H), 7.58 (dd, J=8.6, 2.0 Hz, 1H), 4.41 (q, J=7.0 Hz, 2H), 2.48 (s, 3H), 1.40 (t, J=7.0 H... Reactants: ferric chloride, Cl(=O)(=O)(=O)[O-].[Na+] (Sodium perchlorate), NC=1C(N(N(C1C)C)C1=CC=CC=C1)=O (4-amino-1,5-dimethyl-2-phenyl-1,2-dihydro-3H-pyrazol-3-one), CN(C1=CC(=CC=C1)N)C (N,N-dimethylbenzene-1,3-diamine). Run in ice water, [Cl-].[Na+] (sodium chloride). Conditions: time 30 minute. The product is Cl(=O)(=O)(=O)[O-].NC/1=CC(C=C\C1=N/C=1C(N(N(C1C)C)C1=CC=CC=C1)=O)=[N+](C)C (N-{(4E)-3-amino-4-[(1,5-dimethyl-3-oxo-2-phenyl-2,3-dihydro-1H-pyrazol-4-yl) imino]cyclohexa-2,5-dien-1-ylidene}-N-methylmethanaminium perchlorate). Reaction SMILES: [NH2:1][C:2]1[C:3](=[O:15])[N:4]([C:9]2[CH:14]=[CH:13][CH:12]=[CH:11][CH:10]=2)[N:5]([CH3:8])[C:6]=1[CH3:7].[CH3:16][N:17]([CH3:25])[C:18]1[CH:23]=[CH:22][CH:21]=[C:20]([NH2:24])[CH:19]=1.[Cl:26]([O-:30])(=[O:29])(=[O:28])=[O:27].[Na+]>[Cl-].[Na+]>[Cl:26]([O-:30])(=[O:29])(=[O:28])=[O:27].[NH2:24][C:20]1=[CH:19][C:18](=[N+:17]([CH3:25])[CH3:16])[CH:23]=[CH:22]/[C:21]/1=[N:1]\[C:2]1[C:3](=[O:15])[N:4]([C:9]2[CH:10]=[CH:11][CH:12]=[CH:13][CH:14]=2)[N:5]([CH3:8])[C:6]=1[CH3:7] |f:2.3,4.5,6.7|. Reported procedure: 60 mmol of 4-amino-1,5-dimethyl-2-phenyl-1,2-dihydro-3H-pyrazol-3-one and 60 mmol of N,N-dimethylbenzene-1,3-diamine was dissolved in 300 ml of ice-water. This solution was admixed with 60 mmol of ferric chloride and 300 ml of saturated aqueous sodium chloride. Sodium perchlorate was added to saturation, and the mixture was left to stand for 30 minutes at zero degrees.